From a dataset of the Open Reaction Database (ORD), a public repository of structured organic reaction records. describe an organic reaction: reactants, conditions, products, and yield Reactants: NC1(CCC1)C1=CC=C(C=C1)C1=NC=2CCCC(C2C=C1C1=CC=CC=C1)=O (2-(4-(1-aminocyclobutyl)phenyl)-3-phenyl-7,8-dihydroquinolin-5(6H)-one), C(C)(C)(C)OC(NC1(CCC1)C1=CC=C(C=C1)C1=NC=2CCN(CC2C=C1C1=CC=CC=C1)CC)=O (tert-butyl(1-(4-(6-ethyl-3-phenyl-5,6,7,8-tetrahydro-1,6-naphthyridin-2-yl)phenyl)cyclobutyl)carbamate). The product is C(C)N1CC=2C=C(C(=NC2CC1)C1=CC=C(C=C1)C1(CCC1)N)C1=CC=CC=C1 (1-(4-(6-ethyl-3-phenyl-5,6,7,8-tetrahydro-1,6-naphthyridin-2-yl)phenyl)cyclobutanamine). Isolated yield 156.4%. Reaction SMILES: NC1(C2C=CC(C3C(C4C=CC=CC=4)=CC4C(=O)CCCC=4N=3)=CC=2)CCC1.C(OC(=O)[NH:35][C:36]1([C:40]2[CH:45]=[CH:44][C:43]([C:46]3[C:55]([C:56]4[CH:61]=[CH:60][CH:59]=[CH:58][CH:57]=4)=[CH:54][C:53]4[CH2:52][N:51]([CH2:62][CH3:63])[CH2:50][CH2:49][C:48]=4[N:47]=3)=[CH:42][CH:41]=2)[CH2:39][CH2:38][CH2:37]1)(C)(C)C>>[CH2:62]([N:51]1[CH2:50][CH2:49][C:48]2[N:47]=[C:46]([C:43]3[CH:44]=[CH:45][C:40]([C:36]4([NH2:35])[CH2:37][CH2:38][CH2:39]4)=[CH:41][CH:42]=3)[C:55]([C:56]3[CH:57]=[CH:58][CH:59]=[CH:60][CH:61]=3)=[CH:54][C:53]=2[CH2:52]1)[CH3:63]. Procedure: Following the procedure for 2-(4-(1-aminocyclobutyl)phenyl)-3-phenyl-7,8-dihydroquinolin-5(6H)-one, tert-butyl(1-(4-(6-ethyl-3-phenyl-5,6,7,8-tetrahydro-1,6-naphthyridin-2-yl)phenyl)cyclobutyl)carbamate (14 mg, 0.03 mmol) was reacted to afford the title compound (18 mg, quantitative). LCMS (Method A): RT=0.44 min, M-NH2=367. 1H NMR (500 MHz, MeOD) 7.76 (1H, s), 7.45 (2H, d), 7.42 (2H, d), 7.30-7.29 (3H, m), 7.19-7.18 (2H, m), 3.47 (2H, q), 3.46 (2H, t), 3.39 (2H, br s), 3.32 (2H, m), 2.77-2.71 (... Starting materials: NC=1C(=NC(=NC1NC1=C(C=CC=C1)OC)N[C@@H]1CC[C@@H](CC1)O)C(=O)OCC (Ethyl 5-amino-2-(cis-4-hydroxycyclohexylamino)-6-(2-methoxyphenylamino)pyrimidine-4-carboxylate), O[C@H]1CC[C@H](CC1)NC1=NC(=C(C(=N1)C(=O)OCC)[N+](=O)[O-])NC1=C(C=CC=C1)OC (Ethyl 2-(cis-4-hydroxycyclohexylamino)-6-(2-methoxyphenyl-amino)-5-nitropyrimidine-4-carboxylate), C(C)O (ethanol). Reagents/catalysts: [Pd] (palladium on carbon). Reaction conditions: time 16 hour. Yields the product O[C@H]1CC[C@H](CC1)NC1=NC(=C2NC(N(C2=N1)C1=C(C=CC=C1)OC)=O)C(=O)N (2-(CIS-4-HYDROXYCYCLOHEXYLAMINO)-9-(2-METHOXYPHENYL)-8-OXO-8,9-DIHYDRO-7H-PURINE-6-CARBOXAMIDE). Isolated yield 70.0%. RXN SMILES: [NH2:1][C:2]1[C:3]([C:25](OCC)=[O:26])=[N:4][C:5]([NH:17][C@H:18]2[CH2:23][CH2:22][C@@H:21]([OH:24])[CH2:20][CH2:19]2)=[N:6][C:7]=1[NH:8][C:9]1[CH:14]=[CH:13][CH:12]=[CH:11][C:10]=1[O:15][CH3:16].O[C@@H]1CC[C@H]([NH:37]C2N=C(C(OCC)=O)C([N+]([O-])=O)=C(NC3C=CC=CC=3OC)N=2)CC1.[CH2:61]([OH:63])C>[Pd]>[OH:24][C@@H:21]1[CH2:22][CH2:23][C@H:18]([NH:17][C:5]2[N:6]=[C:7]3[C:2]([NH:1][C:61](=[O:63])[N:8]3[C:9]3[CH:14]=[CH:13][CH:12]=[CH:11][C:10]=3[O:15][CH3:16])=[C:3]([C:25]([NH2:37])=[O:26])[N:4]=2)[CH2:19][CH2:20]1. Procedure details: Ethyl 5-amino-2-(cis-4-hydroxycyclohexylamino)-6-(2-methoxyphenylamino)pyrimidine-4-carboxylate. Ethyl 2-(cis-4-hydroxycyclohexylamino)-6-(2-methoxyphenyl-amino)-5-nitropyrimidine-4-carboxylate (0.340 g, 0.788 mmol) was dissolved in ethanol (20 mL) and 10% palladium on carbon (0.070 g) were added to the flask and flushed with fresh hydrogen gas and allowed to stir at room temperature. After 16 h, the reaction was filtered through celite and the filtrate condensed under reduced pressure. The crud...